Dataset: the Open Reaction Database (ORD), a public repository of structured organic reaction records. Task: describe an organic reaction: reactants, conditions, products, and yield Reaction SMILES: [CH2:29]=[O:30].[CH3:25][C:26](=[O:27])[O-:28].[N:10]1([c:16]2[c:17]([C:18]#[N:19])[cH:20][cH:21][cH:22][n:23]2)[CH2:11][CH2:12][NH:13][CH2:14][CH2:15]1.[Na+:24].[nH:1]1[cH:2][cH:3][c:4]2[c:5]1[n:6][cH:7][cH:8][cH:9]2>>[nH:1]1[cH:2][c:3]([CH2:25][N:13]2[CH2:12][CH2:11][N:10]([c:16]3[c:17]([C:18]#[N:19])[cH:20][cH:21][cH:22][n:23]3)[CH2:15][CH2:14]2)[c:4]2[c:5]1[n:6][cH:7][cH:8][cH:9]2. Reactants: C=O, CC(=O)[O-], N#Cc1cccnc1N1CCNCC1, [Na+], c1cnc2[nH]ccc2c1. Yields the product N#Cc1cccnc1N1CCN(Cc2c[nH]c3ncccc23)CC1. The reactants are P(Br)(Br)Br (Phosphorus tribromide), FC1=C(C=C(C=C1)I)CO ((2-fluoro-5-iodo-phenyl)-methanol). Run in C(Cl)Cl (DCM), C(Cl)Cl (DCM). Product: BrCC1=C(C=CC(=C1)I)F (2-Bromomethyl-1-fluoro-4-iodo-benzene). Reaction SMILES: P(Br)(Br)[Br:2].[F:5][C:6]1[CH:11]=[CH:10][C:9]([I:12])=[CH:8][C:7]=1[CH2:13]O>C(Cl)Cl>[Br:2][CH2:13][C:7]1[CH:8]=[C:9]([I:12])[CH:10]=[CH:11][C:6]=1[F:5]. Procedure: Phosphorus tribromide 1.0 M soln. in DCM (18.9 mL, 18.9 mmol) was added dropwise to a 0° C. solution of (2-fluoro-5-iodo-phenyl)-methanol G-6 (9.52 g, 37.8 mmol) in DCM (215 mL) and the resulting mixture was stirred for 1 h before being quenched with water. The layers were separated and the aqueous phase was re-extracted with DCM (2×). The combined organic extracts were washed with brine, dried over Na2SO4, filtered and evaporated in vacuo to give the crude product that was purified by flash chr... Product: COc1ccc(-c2cc3c(cc2OC)N(C)C(=O)CN=C3c2cccc(C#N)c2)cc1. The reactants are OBO, COc1cc2c(cc1Br)C(c1cccc(C#N)c1)=NCC(=O)N2C, COc1ccc(B(O)O)cc1, c1ccccc1. Reaction SMILES: [BH:25]([OH:26])[OH:27].[Br:1][c:2]1[cH:3][c:4]2[c:5]([cH:21][c:22]1[O:23][CH3:24])[N:6]([CH3:20])[C:7](=[O:19])[CH2:8][N:9]=[C:10]2[c:11]1[cH:12][c:13]([C:14]#[N:15])[cH:16][cH:17][cH:18]1.[CH3:34][O:35][c:36]1[cH:37][cH:38][c:39]([B:42]([OH:43])[OH:44])[cH:40][cH:41]1.[cH:28]1[cH:29][cH:30][cH:31][cH:32][cH:33]1>>[c:2]1(-[c:39]2[cH:38][cH:37][c:36]([O:35][CH3:34])[cH:41][cH:40]2)[cH:3][c:4]2[c:5]([cH:21][c:22]1[O:23][CH3:24])[N:6]([CH3:20])[C:7](=[O:19])[CH2:8][N:9]=[C:10]2[c:11]1[cH:12][c:13]([C:14]#[N:15])[cH:16][cH:17][cH:18]1. The reactants are CCOC(=O)C#CC(=O)c1ccc(OC)c(OC)c1, COc1ccc(CN=[N+]=[N-])cc1, CCOC(=O)c1nnn(Cc2ccc(OC)cc2)c1C(=O)c1ccc(OC)c(OC)c1, CCOC(=O)C1=C(C(=O)c2ccc(OC)c(OC)c2)N(Cc2ccc(OC)cc2)NN1, Cc1ccccc1. Yields the product CCOC(=O)c1nn[nH]c1C(=O)c1ccc(OC)c(OC)c1. Reaction SMILES: [CH3:13][O:14][c:15]1[cH:16][c:17]([C:18](=[O:19])[C:20]#[C:21][C:22]([O:23][CH2:24][CH3:25])=[O:26])[cH:27][cH:28][c:29]1[O:30][CH3:31].[CH3:1][O:2][c:3]1[cH:4][cH:5][c:6]([CH2:7][N:8]=[N+:9]=[N-:10])[cH:11][cH:12]1.[CH3:32][O:33][c:34]1[cH:35][c:36]([C:37](=[O:38])[c:39]2[c:40]([C:53](=[O:54])[O:55][CH2:56][CH3:57])[n:41][n:42][n:43]2[CH2:44][c:45]2[cH:46][cH:47][c:48]([O:49][CH3:50])[cH:51][cH:52]2)[cH:58][cH:59][c:60]1[O:61][CH3:62].[CH3:63][O:64][c:65]1[cH:66][c:67]([C:73]([C:74]2=[C:87]([C:88]([O:89][CH2:90][CH3:91])=[O:92])[NH:86][NH:85][N:75]2[CH2:76][c:77]2[cH:78][cH:79][c:80]([O:81][CH3:82])[cH:83][cH:84]2)=[O:93])[cH:68][cH:69][c:70]1[O:71][CH3:72].[CH3:94][c:95]1[cH:96][cH:97][cH:98][cH:99][cH:100]1>>[CH3:32][O:33][c:34]1[cH:35][c:36]([C:37](=[O:38])[c:39]2[c:40]([C:53](=[O:54])[O:55][CH2:56][CH3:57])[n:41][n:42][nH:43]2)[cH:58][cH:59][c:60]1[O:61][CH3:62]. Procedure details: To a solution of LiAlH4 (0.453 g, 11.9 mmol) in Et2O (20 mL) at 0° C. was added dropwise a solution of 1,1-dimethylethyl ((1S)-1-{[methyl(methyloxy)amino]carbonyl}-propyl)carbamate (2.67 g, 10.8 mmol) in Et2O (15 mL). The reaction mixture was stirred for 30 min at 0° C. and quenched with EtOAc (6.5 mL) followed by 5% aq. potassium bisulfate (6.5 mL). The reaction mixture was washed with 1 M aq. HCl (3×10 mL), saturated aq. NaHCO3 (3×10 mL), and brine (10 mL). The organic layer was dried over Na2... RXN SMILES: [H-].[H-].[H-].[H-].[Li+].[Al+3].CN(OC)[C:9]([C@@H:11]([NH:14][C:15](=[O:21])[O:16][C:17]([CH3:20])([CH3:19])[CH3:18])[CH2:12][CH3:13])=[O:10]>CCOCC>[CH:9]([C@@H:11]([NH:14][C:15](=[O:21])[O:16][C:17]([CH3:20])([CH3:19])[CH3:18])[CH2:12][CH3:13])=[O:10] |f:0.1.2.3.4.5|. The solvent is CCOCC (Et2O), CCOCC (Et2O). Starting materials: [H-].[H-].[H-].[H-].[Li+].[Al+3] (LiAlH4), CN(C(=O)[C@H](CC)NC(OC(C)(C)C)=O)OC (1,1-dimethylethyl ((1S)-1-{[methyl(methyloxy)amino]carbonyl}-propyl)carbamate). Product: C(=O)[C@H](CC)NC(OC(C)(C)C)=O (1,1-dimethylethyl [(1S)-1-formylpropyl]carbamate). Run at temperature 0 celsius, time 30 minute. Starting materials: CC(C)([O-])C.[K+] (potassium t-butoxide), [Br-].C(C)OC(=O)C1=CC=C(C=C1)C[P+](C1=CC=CC=C1)(C1=CC=CC=C1)C1=CC=CC=C1 ([[4-(ethoxycarbonyl)phenyl]methyl]triphenylphosphonium bromide), N1(C=NC=C1)CC(CCCC1=CC=C(C=C1)OC)=O (1-(1H-imidazol-1-yl)-5-(4-methoxyphenyl)-2-pentanone). The solvent is CN(C=O)C (dimethylformamide). Conditions: temperature 120 celsius, time 5 minute. Product: N1(C=NC=C1)C\C(=C/C1=CC=C(C(=O)OCC)C=C1)\CCCC1=CC=C(C=C1)OC (ethyl 4-[2-(1H-imidazol-1-ylmethyl)-5-(4-methoxyphenyl)-1Z-pentenyl]benzoate). Reaction SMILES: CC(C)([O-])C.[K+].[Br-].[CH2:8]([O:10][C:11]([C:13]1[CH:18]=[CH:17][C:16]([CH2:19][P+](C2C=CC=CC=2)(C2C=CC=CC=2)C2C=CC=CC=2)=[CH:15][CH:14]=1)=[O:12])[CH3:9].[N:39]1([CH2:44][C:45](=O)[CH2:46][CH2:47][CH2:48][C:49]2[CH:54]=[CH:53][C:52]([O:55][CH3:56])=[CH:51][CH:50]=2)[CH:43]=[CH:42][N:41]=[CH:40]1>CN(C)C=O>[N:39]1([CH2:44]/[C:45](/[CH2:46][CH2:47][CH2:48][C:49]2[CH:50]=[CH:51][C:52]([O:55][CH3:56])=[CH:53][CH:54]=2)=[CH:19]\[C:16]2[CH:15]=[CH:14][C:13]([C:11]([O:10][CH2:8][CH3:9])=[O:12])=[CH:18][CH:17]=2)[CH:43]=[CH:42][N:41]=[CH:40]1 |f:0.1,2.3|. Reported procedure: A stirred solution of potassium t-butoxide (5.0 g, 0.045 mol) in dry dimethylformamide (20 ml) at room temperature under a nitrogen atmosphere was treated with [[4-(ethoxycarbonyl)phenyl]methyl]triphenylphosphonium bromide (20.0 g, 0.0396 mol) in portions over 5 minutes. The resulting red suspension was stirred for 5 minutes and then treated dropwise with a solution of 1-(1H-imidazol-1-yl)-5-(4-methoxyphenyl)-2-pentanone (Example 8d; 4.0 g, 0.0155 mol) in dry dimethylformamidie (4 ml) over 5 min... The reactants are N1N=CC2=C(C=CC=C12)N (1H-indazol-4-ylamine), S(O)(O)(=O)=O (sulfuric acid), [OH-].[Na+] (sodium hydroxide). The product is N1N=CC=2C(=CC=CC12)O (1H-Indazol-4-ol). RXN SMILES: [NH:1]1[C:9]2[C:4](=[C:5](N)[CH:6]=[CH:7][CH:8]=2)[CH:3]=[N:2]1.S(=O)(=O)(O)[OH:12].[OH-].[Na+]>>[NH:1]1[C:9]2[CH:8]=[CH:7][CH:6]=[C:5]([OH:12])[C:4]=2[CH:3]=[N:2]1 |f:2.3|. Procedure details: 500 mg (375 mmol) of 1H-indazol-4-ylamine (prepared according to J. Chem. Soc. 1955, 2412, 2419) are stirred in 10% strength sulfuric acid at 180° C. in an autoclave at intrinsic pressure overnight. The reaction solution is cooled to room temperature and neutralized with 1N sodium hydroxide solution, and the salts are filtered off. The filtrate is concentrated to dryness.